The task is: describe an organic reaction: reactants, conditions, products, and yield. This data is from the Open Reaction Database (ORD), a public repository of structured organic reaction records. Starting materials: C(CCC)[Li] (n-butyl-lithium), BrC=1C=NC=CC1 (3-bromopyridine), C(=O)C=1C=C(C=C(C1)C(C#N)(C)C)C(C#N)(C)C (2,2'-(5 formyl-1,3-phenylene)di(2-methylpropiononitrile)). Solvent: CCCCCC (hexane), C(C)OCC (diethyl ether). Product: OC(C=1C=NC=CC1)C=1C=C(C=C(C1)C(C#N)(C)C)C(C#N)(C)C (2,2'-[5-(1-hydroxy-1-(3-pyridyl]methyl)-1,3-phenylene]di(2-methyl propiononitrile)). As a reaction SMILES: Br[C:2]1[CH:3]=[N:4][CH:5]=[CH:6][CH:7]=1.C([Li])CCC.[CH:13]([C:15]1[CH:16]=[C:17]([C:26]([CH3:30])([CH3:29])[C:27]#[N:28])[CH:18]=[C:19]([C:21]([CH3:25])([CH3:24])[C:22]#[N:23])[CH:20]=1)=[O:14]>C(OCC)C.CCCCCC>[OH:14][CH:13]([C:15]1[CH:20]=[C:19]([C:21]([CH3:25])([CH3:24])[C:22]#[N:23])[CH:18]=[C:17]([C:26]([CH3:30])([CH3:29])[C:27]#[N:28])[CH:16]=1)[C:2]1[CH:3]=[N:4][CH:5]=[CH:6][CH:7]=1. Reported procedure: A solution of 3-bromopyridine (0.31 g) in diethyl ether was stirred and cooled to -70° while a solution of n-butyl-lithium in hexane (1.6M, 1.33 ml) was added, followed by 2,2'-(5 formyl-1,3-phenylene)di(2-methylpropiononitrile), (0.48 g). The mixture was allowed to warm to room temperature and was then extracted with 2N aqueous hydrochloric acid (10 ml). The acid extract was separated, basified with 10N aqueous sodium hydroxide solution and extracted twice with ethyl acetate. The extracts were ... Starting materials: C(C1=CC=CC=C1)C=1N=NC(=C(C1C)C)Cl (3-benzyl-6-chloro-4,5-dimethyl-pyridazine), C(C)OC(=O)C1(CCNCC1)C (4-methyl-piperidine-4-carboxylic acid ethyl ester), CCN(C(C)C)C(C)C (DIPEA). The solvent is CN1CCCC1=O (NMP). Conditions: temperature 210 celsius. The product is C(C)OC(=O)C1(CCN(CC1)C=1N=NC(=C(C1C)C)CC1=CC=CC=C1)C (1-(6-benzyl-4,5-dimethyl-pyridazin-3-yl)-4-methyl-piperidine-4-carboxylic acid ethyl ester). The yield is 40.5%. RXN SMILES: [CH2:1]([C:8]1[N:9]=[N:10][C:11](Cl)=[C:12]([CH3:15])[C:13]=1[CH3:14])[C:2]1[CH:7]=[CH:6][CH:5]=[CH:4][CH:3]=1.[CH2:17]([O:19][C:20]([C:22]1([CH3:28])[CH2:27][CH2:26][NH:25][CH2:24][CH2:23]1)=[O:21])[CH3:18].CCN(C(C)C)C(C)C>CN1C(=O)CCC1>[CH2:17]([O:19][C:20]([C:22]1([CH3:28])[CH2:27][CH2:26][N:25]([C:11]2[N:10]=[N:9][C:8]([CH2:1][C:2]3[CH:7]=[CH:6][CH:5]=[CH:4][CH:3]=3)=[C:13]([CH3:14])[C:12]=2[CH3:15])[CH2:24][CH2:23]1)=[O:21])[CH3:18]. Reported procedure: To a solution of 3-benzyl-6-chloro-4,5-dimethyl-pyridazine (1.0 g, 4.3 mmol) in NMP (10 mL) is added 4-methyl-piperidine-4-carboxylic acid ethyl ester (2.0 g, 8.6 mmol) and DIPEA (3.7 mL, 21.6 mmol). The mixture is heated in microwave at 210° C. for 1.5 h. The mixture is concentrated at 80° C. by rotovaporation. The crude product is purified by HPLC (CH3CN/H2O: 22%˜45% with 0.1% TFA) to give 1-(6-benzyl-4,5-dimethyl-pyridazin-3-yl)-4-methyl-piperidine-4-carboxylic acid ethyl ester (0.64 g, 41%). The product is CCOC(=O)c1[nH]cc2c1NC1=C(C(=O)CCC1)C2c1ccc(Sc2nc3cc(O)ccc3[nH]2)o1. As a reaction SMILES: [CH2:1]([CH3:2])[O:3][C:4](=[O:5])[c:6]1[nH:7][cH:8][c:9]2[c:10]1[NH:11][C:12]1=[C:17]([C:16](=[O:42])[CH2:15][CH2:14][CH2:13]1)[CH:18]2[c:19]1[o:20][c:21]([S:24][c:25]2[n:26][c:27]3[c:28]([nH:29]2)[cH:30][cH:31][c:32]([O:34][Si:35]([C:36]([CH3:37])([CH3:38])[CH3:39])([CH3:40])[CH3:41])[cH:33]3)[cH:22][cH:23]1.[O:43]1[CH2:44][CH2:45][CH2:46][CH2:47]1>>[CH2:1]([CH3:2])[O:3][C:4](=[O:5])[c:6]1[nH:7][cH:8][c:9]2[c:10]1[NH:11][C:12]1=[C:17]([C:16](=[O:42])[CH2:15][CH2:14][CH2:13]1)[CH:18]2[c:19]1[o:20][c:21]([S:24][c:25]2[n:26][c:27]3[c:28]([nH:29]2)[cH:30][cH:31][c:32]([OH:34])[cH:33]3)[cH:22][cH:23]1. The reactants are CCOC(=O)c1[nH]cc2c1NC1=C(C(=O)CCC1)C2c1ccc(Sc2nc3cc(O[Si](C)(C)C(C)(C)C)ccc3[nH]2)o1, C1CCOC1. The reactants are ClC=1NC2=NC=CC=C2C1 (chloro-7-aza indole), [H-].[Na+] (sodium hydride), CN(C)C=O (DMF), CI (Methyl iodide). Conditions: temperature 0 celsius, time 20 minute. Product: ClC1=CC=C2C(=N1)N(C=C2)C (6-chloro-1-methyl-1H-pyrrolo[2,3-b]pyridine). As a reaction SMILES: [Cl:1][C:2]1[NH:3]C2[C:9]([CH:10]=1)=[CH:8][CH:7]=CN=2.[H-].[Na+].CI.[CH3:15][N:16]([CH:18]=O)[CH3:17]>>[Cl:1][C:2]1[N:3]=[C:15]2[N:16]([CH3:17])[CH:18]=[CH:7][C:8]2=[CH:9][CH:10]=1 |f:1.2|. Procedure details: To a solution of 6 chloro-7-aza indole (1.00 g, 6.55 mmol) in DMF (30 mL) at 0° C. was added sodium hydride (0.524 g, 13.11 mmol) and the mixture was stirred at 0° C. for 20 min. Methyl iodide (0.512 mL, 8.19 mmol) was added at 0° C. and the mixture was warmed to room temperature and stirred for 2 h. The reaction was stopped, quenched with water and extracted with ethyl acetate. The organic layer was washed with water. It was then dried over sodium sulfate and concentrated in vacuo to give 1.01 ... The reactants are C(C)NC(=O)NC=1SC2=C(N1)C=CC(=C2)C(N)=NO (2-[(ethylamino)Carbonyl]amino-1,3-benzothiazole-6-carboxamideoxime), C(C)(=O)O (acetic acid). Run at temperature 110 celsius. Yields the product C(C)NC(=O)NC=1SC2=C(N1)C=CC(=C2)C2=NOC(=N2)C (N-Ethyl-N′-[6-(5-methyl-1,2,4-oxadiazol-3-yl)-1,3-benzothiazol-2-yl]urea). Reaction SMILES: [CH2:1]([NH:3][C:4]([NH:6][C:7]1[S:8][C:9]2[CH:15]=[C:14]([C:16](=[N:18][OH:19])[NH2:17])[CH:13]=[CH:12][C:10]=2[N:11]=1)=[O:5])[CH3:2].[C:20](O)(=O)[CH3:21]>>[CH2:1]([NH:3][C:4]([NH:6][C:7]1[S:8][C:9]2[CH:15]=[C:14]([C:16]3[N:17]=[C:20]([CH3:21])[O:19][N:18]=3)[CH:13]=[CH:12][C:10]=2[N:11]=1)=[O:5])[CH3:2]. Procedure details: About 50 mg of 2-[(ethylamino)Carbonyl]amino-1,3-benzothiazole-6-carboxamideoxime was charged into about 1 mL of glacial acetic acid. The mixture was heated to about 110° C. then stirred at this temperature for about 12–20 hours. The solution was cooled to room temperature and the solvent was removed under reduced pressure. The residue was then further purified by preparative HPLC. 1H NMR 1.10 (t, 3H), 2.67 (s, 3H), 3.17 (m, 2H), 6.74 (s, 1H), 7.73 (d, 1H), 7.97 (d, 1H), 8.53 (s, 1H), 10.9 (s, 1... Starting materials: C(#C)C=1SC=CC1 (2-Ethynyl-thiophene), C(C)OC(\C=C/I)=O ((Z)-ethyl-3-iodoacrylate). Yields the product C(C)OC(C=CC#CC=1SC=CC1)=O (5-Thiophen-2-yl-pent-2-en-4-ynoic acid ethyl ester). RXN SMILES: [C:1]([C:3]1[S:4][CH:5]=[CH:6][CH:7]=1)#[CH:2].[CH2:8]([O:10][C:11](=[O:15])/[CH:12]=[CH:13]\I)[CH3:9]>>[CH2:8]([O:10][C:11](=[O:15])[CH:12]=[CH:13][C:2]#[C:1][C:3]1[S:4][CH:5]=[CH:6][CH:7]=1)[CH3:9]. Reported procedure: The general procedure was used to convert 2-Ethynyl-thiophene and (Z)-ethyl-3-iodoacrylate to the title product. Purification by flash chromatography (10% ethyl acetate in hexane as the eluent) gave the analytically pure product as a light yellow oil (230 mg, 62% yield). 1H NMR (400 MHz, CDCl3) δ 7.36-7.35 (dd, J=5.1, 1.0, 1H), 7.33-7.32 (dd, J=3.6, 1.0, 1H), 7.02-7.00 (m, 1H), 6.36-6.33 (d, J=11.4, 1H), 6.10-6.08 (d, J=11.4, 1H), 4.29-4.23 (q, J=7.1, 2H), 1.36-1.32 (t, J=7.1, 3H). 13C NMR (100 ... Starting materials: CS(C)=O, Cc1cc(C(=O)c2ccc(=O)n(-c3ccc(CN(C(=O)OC(C)(C)C)C(CC(C)C)C(=O)OC4CCCC4)cc3)c2N)ccc1F. The product is Cc1cc(C(=O)c2ccc(=O)n(-c3ccc(CNC(CC(C)C)C(=O)OC4CCCC4)cc3)c2N)ccc1F. As a reaction SMILES: [CH3:47][S:48]([CH3:49])=[O:50].[CH:1]1([O:6][C:7]([CH:8]([CH2:9][CH:10]([CH3:11])[CH3:12])[N:13]([C:14]([O:15][C:16]([CH3:17])([CH3:18])[CH3:19])=[O:20])[CH2:21][c:22]2[cH:23][cH:24][c:25](-[n:28]3[c:29](=[O:45])[cH:30][cH:31][c:32]([C:35]([c:36]4[cH:37][c:38]([CH3:43])[c:39]([F:42])[cH:40][cH:41]4)=[O:44])[c:33]3[NH2:34])[cH:26][cH:27]2)=[O:46])[CH2:2][CH2:3][CH2:4][CH2:5]1>>[CH:1]1([O:6][C:7]([CH:8]([CH2:9][CH:10]([CH3:11])[CH3:12])[NH:13][CH2:21][c:22]2[cH:23][cH:24][c:25](-[n:28]3[c:29](=[O:45])[cH:30][cH:31][c:32]([C:35]([c:36]4[cH:37][c:38]([CH3:43])[c:39]([F:42])[cH:40][cH:41]4)=[O:44])[c:33]3[NH2:34])[cH:26][cH:27]2)=[O:46])[CH2:2][CH2:3][CH2:4][CH2:5]1.